Task: describe an organic reaction: reactants, conditions, products, and yield. Dataset: the Open Reaction Database (ORD), a public repository of structured organic reaction records RXN SMILES: [CH2:29]([Cl:30])[Cl:31].[CH3:1][O:2][C:3]([CH:4]1[N:5]([C:10](=[O:11])[O:12][C:13]([CH3:14])([CH3:15])[CH3:16])[CH2:6][CH:7]([OH:9])[CH2:8]1)=[O:17].[O:18]=[Cr:19]([Cl:20])([O-:21])=[O:22].[nH+:23]1[cH:24][cH:25][cH:26][cH:27][cH:28]1>>[CH3:1][O:2][C:3]([CH:4]1[N:5]([C:10](=[O:11])[O:12][C:13]([CH3:14])([CH3:15])[CH3:16])[CH2:6][C:7](=[O:9])[CH2:8]1)=[O:17]. Yields the product COC(=O)C1CC(=O)CN1C(=O)OC(C)(C)C. The reactants are ClCCl, COC(=O)C1CC(O)CN1C(=O)OC(C)(C)C, O=[Cr](=O)([O-])Cl, c1cc[nH+]cc1. The reactants are BrC=1C=C(C(=O)NC2=CC=C(C=C2)OC(F)(F)F)C=CN1 (2-Bromo-N-(4-(trifluoromethoxy)phenyl)isonicotinamide), COC1(NC=CC=N1)B(O)O (2-methoxypyrimidine boronic acid), C(=O)([O-])[O-].[Na+].[Na+] (Na2CO3), O (water), Si-Thiol. The reagents and catalysts are Cl[Pd]([P](C1=CC=CC=C1)(C2=CC=CC=C2)C3=CC=CC=C3)([P](C4=CC=CC=C4)(C5=CC=CC=C5)C6=CC=CC=C6)Cl (Pd(PPh3)2Cl2). The solvent is COCCOC (DME), CCO (EtOH). Yields the product COC1=NC=C(C=N1)C=1C=C(C(=O)NC2=CC=C(C=C2)OC(F)(F)F)C=CN1 (2-(2-Methoxypyrimidin-5-yl)-N-(4-(trifluoromethoxy)phenyl)isonicotinamide). Reaction SMILES: Br[C:2]1[CH:3]=[C:4]([CH:19]=[CH:20][N:21]=1)[C:5]([NH:7][C:8]1[CH:13]=[CH:12][C:11]([O:14][C:15]([F:18])([F:17])[F:16])=[CH:10][CH:9]=1)=[O:6].[CH3:22][O:23][C:24]1(B(O)O)[N:29]=[CH:28][CH:27]=[CH:26][NH:25]1.C([O-])([O-])=O.[Na+].[Na+].O>Cl[Pd](Cl)([P](C1C=CC=CC=1)(C1C=CC=CC=1)C1C=CC=CC=1)[P](C1C=CC=CC=1)(C1C=CC=CC=1)C1C=CC=CC=1.COCCOC.CCO>[CH3:22][O:23][C:24]1[N:29]=[CH:28][C:27]([C:2]2[CH:3]=[C:4]([CH:19]=[CH:20][N:21]=2)[C:5]([NH:7][C:8]2[CH:13]=[CH:12][C:11]([O:14][C:15]([F:18])([F:17])[F:16])=[CH:10][CH:9]=2)=[O:6])=[CH:26][N:25]=1 |f:2.3.4,^1:42,61|. Reported procedure: 2-Bromo-N-(4-(trifluoromethoxy)phenyl)isonicotinamide (Stage 69.1, 70 mg, 0.194 mmol), 2-methoxypyrimidine boronic acid (45 mg, 0.291 mmol), Pd(PPh3)2Cl2 (5.44 mg, 7.75 μmol), Na2CO3 (71.9 mg, 0.678 mmol), water (194 μL), EtOH (129 μL) and DME (969 μL) were added to a vial, which was sealed, evacuated/purged with argon and subjected to MW irradiation at 125° C. for 20 min. The RM was stirred with Si-Thiol (53.8 mg, 0.078 mmol) for 30 min. The resin was filtered off and the solvent was evaporated... The reagents and catalysts are [Pd] (Palladium on carbon). Conditions: time 18 hour. Reactants: C1(=C(C=CC=C1)NC(OC1CCN(CC1)CC1=CC=CC=C1)=O)C1=CC=CC=C1 (1-Benzyl-4-piperidyl N-(2-biphenylyl)carbamate), C(=O)O (formic acid). The yield is 69.3%. Yields the product C1(=C(C=CC=C1)NC(OC1CCNCC1)=O)C1=CC=CC=C1 (4-piperidyl N-(2-biphenylyl)carbamate). The solvent is CO (methanol). As a reaction SMILES: [C:1]1([C:24]2[CH:29]=[CH:28][CH:27]=[CH:26][CH:25]=2)[CH:6]=[CH:5][CH:4]=[CH:3][C:2]=1[NH:7][C:8](=[O:23])[O:9][CH:10]1[CH2:15][CH2:14][N:13](CC2C=CC=CC=2)[CH2:12][CH2:11]1.C(O)=O>CO.[Pd]>[C:1]1([C:24]2[CH:29]=[CH:28][CH:27]=[CH:26][CH:25]=2)[CH:6]=[CH:5][CH:4]=[CH:3][C:2]=1[NH:7][C:8](=[O:23])[O:9][CH:10]1[CH2:15][CH2:14][NH:13][CH2:12][CH2:11]1. Reported procedure: 1-Benzyl-4-piperidyl N-(2-biphenylyl)carbamate (12.5 g, 32.3 mmol) was dissolved in anhydrous methanol (150 mL) and formic acid (25 mL, 660 mmol) and the solution was flushed with gaseous nitrogen for 15 min. 10% Palladium on carbon (3 g) was added and the reaction mixture was stirred under nitrogen atmosphere . After 18 h, the reaction mixture was filtered through Celite® and the filtrate was concentrated to give a yellow solid. The solid was partitioned between 0.1 N hydrochloric acid (300 mL)... The reactants are FC(OC=1C=C2C=CC(=CC2=CC1)C(C(=O)OC)C(F)F)F (methyl 6-difluoromethoxy-2-naphthyl-α-difluoromethylacetate), C[O-].[Na+] (sodium methoxide), Cl.NO (hydroxylamine hydrochloride). Solvent: CO (methanol). Conditions: time 16 hour. Yields the product FC(OC=1C=C2C=CC(=CC2=CC1)C(C(=O)NO)C(F)F)F (6-difluoromethoxy-2-naphthyl-α-difluoromethyl acethydroxamic acid). RXN SMILES: [F:1][CH:2]([F:22])[O:3][C:4]1[CH:5]=[C:6]2[C:11](=[CH:12][CH:13]=1)[CH:10]=[C:9]([CH:14]([CH:19]([F:21])[F:20])[C:15](OC)=[O:16])[CH:8]=[CH:7]2.C[O-].[Na+].Cl.[NH2:27][OH:28]>CO>[F:1][CH:2]([F:22])[O:3][C:4]1[CH:5]=[C:6]2[C:11](=[CH:12][CH:13]=1)[CH:10]=[C:9]([CH:14]([CH:19]([F:21])[F:20])[C:15]([NH:27][OH:28])=[O:16])[CH:8]=[CH:7]2 |f:1.2,3.4|. Reported procedure: A mixture of 32 g. of methyl 6-difluoromethoxy-2-naphthyl-α-difluoromethylacetate, 10 g. of sodium methoxide, 14 g. of hydroxylamine hydrochloride, and 500 ml. of methanol are allowed to stand for 16 hours. The mixture is then filtered and evaporated. The residue is neutralized by the addition of aqueous 1N hydrochloric acid and extracted by ether. The ether solution is then washed with water, dried, and evaporated to afford 6-difluoromethoxy-2-naphthyl-α-difluoromethyl acethydroxamic acid.